This data is from the Open Reaction Database (ORD), a public repository of structured organic reaction records. The task is: describe an organic reaction: reactants, conditions, products, and yield Reactants: ClC1=C(C(=CC(=C1)C(F)(F)F)Cl)N1N=C(C(=C1C=O)SC(F)(F)F)C#N (1-[2,6-dichloro-4-(trifluoromethyl)phenyl]-5-formyl-4-trifluoromethylthio-1H-pyrazole-3-carbonitrile), Cl.NO (hydroxylamine hydrochloride), C([O-])([O-])=O.[Na+].[Na+] (sodium carbonate). The solvent is C(C)O (ethanol), O (water), O (water). Yields the product ClC1=C(C(=CC(=C1)C(F)(F)F)Cl)N1N=C(C(=C1C=O)SC(F)(F)F)C(NO)=N (1-[2,6-dichloro-4-(trifluoromethyl)phenyl]-5-formyl-N-hydroxy-4-trifluoromethylthio-1H-pyrazole-3-carboximidamide). Yield: 8.2%. Reaction SMILES: [Cl:1][C:2]1[CH:7]=[C:6]([C:8]([F:11])([F:10])[F:9])[CH:5]=[C:4]([Cl:12])[C:3]=1[N:13]1[C:17](C=O)=[C:16]([S:20][C:21]([F:24])([F:23])[F:22])[C:15]([C:25]#[N:26])=[N:14]1.Cl.[NH2:28][OH:29].[C:30](=[O:33])([O-])[O-].[Na+].[Na+]>C(O)C.O>[Cl:1][C:2]1[CH:7]=[C:6]([C:8]([F:11])([F:9])[F:10])[CH:5]=[C:4]([Cl:12])[C:3]=1[N:13]1[C:17]([CH:30]=[O:33])=[C:16]([S:20][C:21]([F:22])([F:24])[F:23])[C:15]([C:25](=[NH:26])[NH:28][OH:29])=[N:14]1 |f:1.2,3.4.5|. Reported procedure: To a stirred solution of 1-[2,6-dichloro-4-(trifluoromethyl)phenyl]-5-formyl-4-trifluoromethylthio-1H-pyrazole-3-carbonitrile (3.0 g) in ethanol was added a solution of hydroxylamine hydrochloride (0.46 g) and sodium carbonate (0.9 g) in water. After 1 hour the mixture was poured into water, extracted (ethyl ether), dried (sodium sulfate) and evaporated. Purification by column chromatography on silica gel gave 1-[2,6-dichloro-4-(trifluoromethyl)phenyl]-5-formyl-N-hydroxy-4-trifluoromethylthio-1H... The reactants are BrC1=NC=CC=C1OC (2-bromo-3-methoxy-pyridine), [C-]#N.[Na+] (NaCN). The solvent is CS(=O)C (DMSO). The product is COC=1C(=NC=CC1)C#N (3-methoxy-pyridine-2-carbonitrile). As a reaction SMILES: Br[C:2]1[C:7]([O:8][CH3:9])=[CH:6][CH:5]=[CH:4][N:3]=1.[C-:10]#[N:11].[Na+]>CS(C)=O>[CH3:9][O:8][C:7]1[C:2]([C:10]#[N:11])=[N:3][CH:4]=[CH:5][CH:6]=1 |f:1.2|. Reported procedure: A solution of 2-bromo-3-methoxy-pyridine from Example 13a in DMSO is treated with NaCN at 120° C. for 18 h. The reaction mixture is evaporated, the residue is taken into ethyl acetate, washed with 5% Na2CO3 (aqueous), dried over MgSO4 and evaporated to give 3-methoxy-pyridine-2-carbonitrile.